Dataset: the Open Reaction Database (ORD), a public repository of structured organic reaction records. Task: describe an organic reaction: reactants, conditions, products, and yield Starting materials: C(C1=CC=CC=C1)(=O)C=1C=NC(=NC1)N1CCN(CC1)C(=O)OC(C)(C)C (tert-butyl 4-(5-benzoylpyrimidin-2-yl)piperazine-1-carboxylate), Cl.O1CCOCC1 (HCl dioxane). Run in O1CCOCC1 (dioxane). Reaction conditions: time 8 hour. Product: Cl.C1(=CC=CC=C1)C(=O)C=1C=NC(=NC1)N1CCNCC1 (phenyl(2-(piperazin-1-yl)pyrimidin-5-yl)methanone HCl salt). Isolated yield 90.0%. Reaction SMILES: [C:1]([C:9]1[CH:10]=[N:11][C:12]([N:15]2[CH2:20][CH2:19][N:18](C(OC(C)(C)C)=O)[CH2:17][CH2:16]2)=[N:13][CH:14]=1)(=[O:8])[C:2]1[CH:7]=[CH:6][CH:5]=[CH:4][CH:3]=1.[ClH:28].O1CCOCC1>O1CCOCC1>[ClH:28].[C:2]1([C:1]([C:9]2[CH:14]=[N:13][C:12]([N:15]3[CH2:20][CH2:19][NH:18][CH2:17][CH2:16]3)=[N:11][CH:10]=2)=[O:8])[CH:3]=[CH:4][CH:5]=[CH:6][CH:7]=1 |f:1.2,4.5|. Procedure: To a solution of tert-butyl 4-(5-benzoylpyrimidin-2-yl)piperazine-1-carboxylate (1 g, 2.7 mmol) in dioxane (20 mL) was added 4 M HCl-dioxane (20 mL), and the reaction mixture was stirred at room temperature overnight. LCMS showed the reaction was completed. The mixture was directly concentrated to give phenyl(2-(piperazin-1-yl)pyrimidin-5-yl)methanone HCl salt as a yellowish solid (0.95 g, 90%). MS (ES+) C15H16N4O requires: 268, found: 269 [M+H]+. Reactants: Br, CC(=O)O, NC(=O)C(O)C(Cc1cccs1)NC(=O)OCc1ccccc1. Product: NC(=O)C(O)C(N)Cc1cccs1. RXN SMILES: [BrH:1].[CH3:25][C:26](=[O:27])[OH:28].[NH2:2][C:3]([CH:4]([CH:5]([CH2:6][c:7]1[s:8][cH:9][cH:10][cH:11]1)[NH:12][C:13](=[O:14])[O:15][CH2:16][c:17]1[cH:18][cH:19][cH:20][cH:21][cH:22]1)[OH:23])=[O:24]>>[NH2:2][C:3]([CH:4]([CH:5]([CH2:6][c:7]1[s:8][cH:9][cH:10][cH:11]1)[NH2:12])[OH:23])=[O:24]. Reactants: C1(=CC=CC=C1)C(C(=O)O[C@H]1CN2CCC1CC2)N2CCSCC2 ((R)-quinuclidin-3-yl 2-phenyl-2-thiomorpholinoacetate), ClCC(=O)C1=CC=CC=C1 (2-chloro-1-phenylethanone). The solvent is C(C)(=O)OCC (ethyl acetate). Conditions: time 2 day. Product: [Cl-].O=C(C[N+]12C[C@@H](C(CC1)CC2)OC(C(N2CCSCC2)C2=CC=CC=C2)=O)C2=CC=CC=C2 ((3R)-1-(2-oxo-2-phenylethyl)-3-(2-phenyl-2-thiomorpholinoacetoxy)-1-azoniabicyclo[2.2.2]octane chloride). Isolated yield 89.0%. RXN SMILES: [C:1]1([CH:7]([N:19]2[CH2:24][CH2:23][S:22][CH2:21][CH2:20]2)[C:8]([O:10][C@@H:11]2[CH:16]3[CH2:17][CH2:18][N:13]([CH2:14][CH2:15]3)[CH2:12]2)=[O:9])[CH:6]=[CH:5][CH:4]=[CH:3][CH:2]=1.[Cl:25][CH2:26][C:27]([C:29]1[CH:34]=[CH:33][CH:32]=[CH:31][CH:30]=1)=[O:28]>C(OCC)(=O)C>[Cl-:25].[O:28]=[C:27]([C:29]1[CH:34]=[CH:33][CH:32]=[CH:31][CH:30]=1)[CH2:26][N+:13]12[CH2:14][CH2:15][CH:16]([CH2:17][CH2:18]1)[C@@H:11]([O:10][C:8](=[O:9])[CH:7]([C:1]1[CH:6]=[CH:5][CH:4]=[CH:3][CH:2]=1)[N:19]1[CH2:24][CH2:23][S:22][CH2:21][CH2:20]1)[CH2:12]2 |f:3.4|. Procedure details: (R)-quinuclidin-3-yl 2-phenyl-2-thiomorpholinoacetate (68 mg, 0.20 mmol) was dissolved in ethyl acetate (2 ml) and 2-chloro-1-phenylethanone (33.4 mg, 0.22 mmol) was added. The solution was stirred at room temperature for two days. The solvent was evaporated and the residue was triturated with Et2O. The suspension was filtered on a buckner funnel to obtain (3R)-1-(2-oxo-2-phenylethyl)-3-(2-phenyl-2-thiomorpholinoacetoxy)-1-azoniabicyclo[2.2.2]octane chloride (89 mg, 0.178 mmol, 91% yield) as an ... The reactants are [N+](=O)([O-])C=1C=C(C=CC1)C#C (3-nitrophenylacetylene), cobalt polysulfide. Solvent: C(C)(C)O (isopropanol). The product is NC=1C=C(C=CC1)C#C (3-aminophenylacetylene). Yield: 82.0%. As a reaction SMILES: [N+:1]([C:4]1[CH:5]=[C:6]([C:10]#[CH:11])[CH:7]=[CH:8][CH:9]=1)([O-])=O>C(O)(C)C>[NH2:1][C:4]1[CH:5]=[C:6]([C:10]#[CH:11])[CH:7]=[CH:8][CH:9]=1. Procedure details: This experiment was carried out using 735 grams of 3-nitrophenylacetylene in isopropanol (6.6% wt. conc.) over 140 grams of the cobalt polysulfide paste from Example 11. After reaction time of 1.4 hours, analysis showed that 82% of feed had been converted, and that an 82% yield to desired 3-aminophenylacetylene was obtained. About 18% of product was polymeric in nature. This run is summarized in Table 1 below. The reactants are CCC(=O)CCC1(C(N)=O)c2ccccc2-c2ccccc21, CC(C)N, CO, [H][H]. The product is CCC(CCC1(C(N)=O)c2ccccc2-c2ccccc21)NC(C)C. RXN SMILES: [C:1]([NH2:2])(=[O:3])[C:4]1([CH2:17][CH2:18][C:19]([CH2:20][CH3:21])=[O:22])[c:5]2[cH:6][cH:7][cH:8][cH:9][c:10]2-[c:11]2[cH:12][cH:13][cH:14][cH:15][c:16]21.[CH3:23][CH:24]([CH3:25])[NH2:26].[CH3:29][OH:30].[H:27][H:28]>>[C:1]([NH2:2])(=[O:3])[C:4]1([CH2:17][CH2:18][CH:19]([CH2:20][CH3:21])[NH:26][CH:24]([CH3:23])[CH3:25])[c:5]2[cH:6][cH:7][cH:8][cH:9][c:10]2-[c:11]2[cH:12][cH:13][cH:14][cH:15][c:16]21. Reactants: OC=C(C(=O)OCC)C1=CC=CC=C1 (ethyl α-hydroxymethylene-phenylacetate), Cl (hydrochloric acid), N(N)C1=NC=CC=N1 (2-hydrazino-pyrimidine), [OH-].[Na+] (sodium hydroxide). Solvent: C(C)O (ethanol), O (water). Conditions: time 2 hour. Yields the product N1=C(N=CC=C1)N1NC=C(C1=O)C1=CC=CC=C1 (1-pyrimid-2-yl-4-phenyl-pyrazolin-5-one). The yield is 63.0%. As a reaction SMILES: O[CH:2]=[C:3]([C:9]1[CH:14]=[CH:13][CH:12]=[CH:11][CH:10]=1)[C:4]([O:6]CC)=O.[NH:15]([C:17]1[N:22]=[CH:21][CH:20]=[CH:19][N:18]=1)[NH2:16].[OH-].[Na+].Cl>C(O)C.O>[N:18]1[CH:19]=[CH:20][CH:21]=[N:22][C:17]=1[N:15]1[C:4](=[O:6])[C:3]([C:9]2[CH:10]=[CH:11][CH:12]=[CH:13][CH:14]=2)=[CH:2][NH:16]1 |f:2.3|. Procedure: 19.2 g (0.1 mol) of ethyl α-hydroxymethylene-phenylacetate and 11 g (0.1 mol) of 2-hydrazino-pyrimidine in 150 ml of ethanol are boiled under reflux for 3 hours. The mixture is cooled to room temperature, and 9 g (0.1 mol) of concentrated sodium hydroxide solution are then added dropwise, while stirring. Stirring is then continued for 2 hours at room temperature, and the mixture is then boiled under reflux for 2 hours. The mixture is neutralized with concentrated hydrochloric acid, and diluted w... The reactants are [Na] (sodium), trisulfonated triphenylphosphine, C(C(C)C)C1=CC=C(C=C1)C(C)O (1-(4-isobutyl-phenyl)ethanol), O.C1(=CC=C(C=C1)S(=O)(=O)O)C (p-toluenesulfonic acid monohydrate), O (H2O). Reagents/catalysts: Cl[Pd]Cl (PdCl2), [Pd] (Pd), [Cr].[Co] (Hastelloy C), [Pd] (Pd). Reaction conditions: time 25 minute. Yields the product C(C(C)C)C1=CC=C(C=C1)C(C(=O)O)C (2-(4'-isobutylphenyl)propionic acid). Reaction SMILES: [Na].[CH2:2]([C:6]1[CH:11]=[CH:10][C:9]([CH:12](O)[CH3:13])=[CH:8][CH:7]=1)[CH:3]([CH3:5])[CH3:4].[OH2:15].[C:16]1(C)C=CC(S(O)(=O)=O)=CC=1.[OH2:27]>Cl[Pd]Cl.[Pd].[Cr].[Co]>[CH2:2]([C:6]1[CH:11]=[CH:10][C:9]([CH:12]([CH3:13])[C:16]([OH:27])=[O:15])=[CH:8][CH:7]=1)[CH:3]([CH3:5])[CH3:4] |f:2.3,7.8,^1:0|. Procedure: PdCl2 (35.5 mg, 0.2 mmol) and the sodium salt of trisulfonated triphenylphosphine (TPPTS) [1.136 g, 2 mmol, P/Pd=10] are charged into a tube under argon. To the mixture is added 50 g of deairated distilled H2O. After 25 minutes of stirring at room temperature, the PdCl2 is completely dissolved and the mixture becomes bright yellow, indicating complexation of palladium (II) with TPPTS (pH of the solution=3.42). The catalyst solution, 1-(4-isobutyl-phenyl)ethanol (IBPE) [445.7 mg, 2.5 mmol, IBPE/P... Starting materials: C(C(=O)Cl)(=O)Cl (oxalyl chloride), C(C(=O)Cl)(=O)Cl (oxalyl chloride), FC1=CC=C(C=C1)[C@@H]1NC(N(C=C1C(=O)O)C)=O ((S)-4-(4-fluoro-phenyl)-1-methyl-2-oxo-1,2,3,4-tetrahydro-pyrimidine-5-carboxylic acid). Reagents/catalysts: CN(C)C=O (DMF). Run in ClCCl (dichloromethane). Conditions: time 30 minute. The product is FC1=CC=C(C=C1)[C@@H]1NC(N(C=C1C(=O)Cl)C)=O ((S)-4-(4-fluoro-phenyl)-1-methyl-2-oxo-1,2,3,4-tetrahydro-pyrimidine-5-carboxylic acid chloride). As a reaction SMILES: [F:1][C:2]1[CH:7]=[CH:6][C:5]([C@H:8]2[C:13]([C:14](O)=[O:15])=[CH:12][N:11]([CH3:17])[C:10](=[O:18])[NH:9]2)=[CH:4][CH:3]=1.C(Cl)(=O)C([Cl:22])=O>CN(C=O)C.ClCCl>[F:1][C:2]1[CH:7]=[CH:6][C:5]([C@H:8]2[C:13]([C:14]([Cl:22])=[O:15])=[CH:12][N:11]([CH3:17])[C:10](=[O:18])[NH:9]2)=[CH:4][CH:3]=1. Procedure: To a solution of 10 mL dichloromethane and 1 drop of DMF was added 150 mg of (S)-4-(4-fluoro-phenyl)-1-methyl-2-oxo-1,2,3,4-tetrahydro-pyrimidine-5-carboxylic acid. To this mixture was added 70 μl oxalyl chloride. When the bubbling stopped another drop of oxalyl chloride was added but as no bubbling was observed the solution was stirred at room temperature for 30 minutes after which the solvent was removed in vacuo to afford crude (S)-4-(4-fluoro-phenyl)-1-methyl-2-oxo-1,2,3,4-tetrahydro-pyrimid... The reactants are C1(CCC1)C(=O)Cl (cyclobutylcarbonyl chloride), Cl (hydrochloric acid), cuprous chloride, C(C)(C)(C)[Mg]Cl (t-butylmagnesium chloride). Solvent: CCOCC (ether). Yields the product C(C)(C)(C)C(=O)C1CCC1 (t-butylcyclobutylketone). RXN SMILES: [CH:1]1([C:5](Cl)=[O:6])[CH2:4][CH2:3][CH2:2]1.[C:8]([Mg]Cl)([CH3:11])([CH3:10])[CH3:9].Cl>CCOCC>[C:8]([C:5]([CH:1]1[CH2:4][CH2:3][CH2:2]1)=[O:6])([CH3:11])([CH3:10])[CH3:9]. Reported procedure: To a mixture of 118.5 g. (1.0 mole) of cyclobutylcarbonyl chloride and 99 g. (1.0 mole) cuprous chloride in 1000 ml. of dry ether under a nitrogen atmosphere is added dropwise 478 ml. (1.0 mole) of 2M t-butylmagnesium chloride in the same solvent. The addition is carried out at -5° to -15° C. The resulting mixture is poured into 500 ml. of 3M hydrochloric acid and 700 g. ice, the organic layer is separated and washed successively with water, sodium bicarbonate solution, brine and dried (MgSO4). ... The reactants are BrC1=CC=C2C(=CN(C2=C1)CC1=CC=C(C=C1)OC)C(C(F)(F)F)(O)C=1C=C2C=NN(C2=CC1)C1=CC=C(C=C1)F (1-[6-bromo-1-(4-methoxybenzyl)-1H-indol-3-yl]-2,2,2-trifluoro-1-[1-(4-fluorophenyl)-1H-indazol-5-yl]ethanol), C(CCC)[Sn](C=C)(CCCC)CCCC (tri-n-butyl(vinyl)tin), dichlorobis(triphenylphosphine)Pd. Run in C1(=CC=CC=C1)C (toluene). Reaction conditions: temperature 100 celsius, time 15 minute. Product: FC(C(O)(C1=CN(C2=CC(=CC=C12)C=C)CC1=CC=C(C=C1)OC)C=1C=C2C=NN(C2=CC1)C1=CC=C(C=C1)F)(F)F (2,2,2-Trifluoro-1-[1-(4-fluorophenyl)-1H-indazol-5-yl]-1-[1-(4-methoxy-benzyl)-6-vinyl-1H-indol-3-yl]ethanol). Yield: 43.7%. RXN SMILES: Br[C:2]1[CH:10]=[C:9]2[C:5]([C:6]([C:20]([C:26]3[CH:27]=[C:28]4[C:32](=[CH:33][CH:34]=3)[N:31]([C:35]3[CH:40]=[CH:39][C:38]([F:41])=[CH:37][CH:36]=3)[N:30]=[CH:29]4)([OH:25])[C:21]([F:24])([F:23])[F:22])=[CH:7][N:8]2[CH2:11][C:12]2[CH:17]=[CH:16][C:15]([O:18][CH3:19])=[CH:14][CH:13]=2)=[CH:4][CH:3]=1.[CH2:42]([Sn](CCCC)(CCCC)C=C)[CH2:43]CC>C1(C)C=CC=CC=1>[F:24][C:21]([F:22])([F:23])[C:20]([C:26]1[CH:27]=[C:28]2[C:32](=[CH:33][CH:34]=1)[N:31]([C:35]1[CH:40]=[CH:39][C:38]([F:41])=[CH:37][CH:36]=1)[N:30]=[CH:29]2)([C:6]1[C:5]2[C:9](=[CH:10][C:2]([CH:42]=[CH2:43])=[CH:3][CH:4]=2)[N:8]([CH2:11][C:12]2[CH:13]=[CH:14][C:15]([O:18][CH3:19])=[CH:16][CH:17]=2)[CH:7]=1)[OH:25]. Procedure details: To a room temperature solution of 0.25 g (0.4 mmol) of 1-[6-bromo-1-(4-methoxybenzyl)-1H-indol-3-yl]-2,2,2-trifluoro-1-[1-(4-fluorophenyl)-1H-indazol-5-yl]ethanol in toluene was added 0.13 g (0.4 mmol) of tri-n-butyl(vinyl)tin. After 15 minutes, 3.0 mg of dichlorobis(triphenylphosphine)Pd (II) was added and the reaction was warmed to 100° C. and stirred overnight. The mixture was then cooled to room temperature, filtered through a pad of CELITE® filter aid, and concentrated in vacuo. The residue...